From a dataset of the Open Reaction Database (ORD), a public repository of structured organic reaction records. describe an organic reaction: reactants, conditions, products, and yield Reactants: CCO, Cl, NO, N#CC1=C(c2ccccc2)c2ccc(OCCCc3ccccc3)cc2C1=O, c1ccncc1. Product: N#CC1=C(c2ccccc2)c2ccc(OCCCc3ccccc3)cc2C1=NO. As a reaction SMILES: [CH3:38][CH2:39][OH:40].[ClH:29].[NH2:30][OH:31].[O:1]=[C:2]1[C:3]([C:27]#[N:28])=[C:4]([c:21]2[cH:22][cH:23][cH:24][cH:25][cH:26]2)[c:5]2[cH:6][cH:7][c:8]([O:11][CH2:12][CH2:13][CH2:14][c:15]3[cH:16][cH:17][cH:18][cH:19][cH:20]3)[cH:9][c:10]21.[cH:32]1[cH:33][cH:34][n:35][cH:36][cH:37]1>>[C:2]1(=[N:30][OH:31])[C:3]([C:27]#[N:28])=[C:4]([c:21]2[cH:22][cH:23][cH:24][cH:25][cH:26]2)[c:5]2[cH:6][cH:7][c:8]([O:11][CH2:12][CH2:13][CH2:14][c:15]3[cH:16][cH:17][cH:18][cH:19][cH:20]3)[cH:9][c:10]21.